From a dataset of the Open Reaction Database (ORD), a public repository of structured organic reaction records. describe an organic reaction: reactants, conditions, products, and yield As a reaction SMILES: [CH:54]([OH:55])([CH3:56])[CH3:57].[Cl:30][c:31]1[c:32]2[c:33]([n:34][cH:35][n:36]1)[NH:37][C:38](=[O:42])[C:39]2([CH3:40])[CH3:41].[Cl:4][c:5]1[cH:6][c:7](-[c:12]2[n:13][c:14]([CH:24]3[CH2:25][CH2:26][NH:27][CH2:28][CH2:29]3)[n:15]([CH2:17][CH2:18][N:19]3[CH2:20][CH2:21][CH2:22][CH2:23]3)[cH:16]2)[cH:8][cH:9][c:10]1[F:11].[ClH:1].[ClH:2].[ClH:3].[N:43]12[CH2:44][CH2:45][CH2:46][N:47]=[C:48]1[CH2:49][CH2:50][CH2:51][CH2:52][CH2:53]2>>[Cl:4][c:5]1[cH:6][c:7](-[c:12]2[n:13][c:14]([CH:24]3[CH2:25][CH2:26][N:27]([c:31]4[c:32]5[c:33]([n:34][cH:35][n:36]4)[NH:37][C:38](=[O:42])[C:39]5([CH3:40])[CH3:41])[CH2:28][CH2:29]3)[n:15]([CH2:17][CH2:18][N:19]3[CH2:20][CH2:21][CH2:22][CH2:23]3)[cH:16]2)[cH:8][cH:9][c:10]1[F:11]. Reactants: CC(C)O, CC1(C)C(=O)Nc2ncnc(Cl)c21, Fc1ccc(-c2cn(CCN3CCCC3)c(C3CCNCC3)n2)cc1Cl, Cl, Cl, Cl, C1CCC2=NCCCN2CC1. The product is CC1(C)C(=O)Nc2ncnc(N3CCC(c4nc(-c5ccc(F)c(Cl)c5)cn4CCN4CCCC4)CC3)c21. Reactants: O=C([O-])[O-], Cc1ccccc1, [Cs+], [Cs+], CC(C)(C)OC(=O)NCC1CCNCC1, Fc1cc(Br)c2nc(-c3nnc4ccccn34)ccc2c1. Yields the product CC(C)(C)OC(=O)NCC1CCN(c2cc(F)cc3ccc(-c4nnc5ccccn45)nc23)CC1. RXN SMILES: [C:37](=[O:38])([O-:39])[O-:40].[CH3:43][c:44]1[cH:45][cH:46][cH:47][cH:48][cH:49]1.[Cs+:41].[Cs+:42].[NH:22]1[CH2:23][CH2:24][CH:25]([CH2:28][NH:29][C:30]([O:31][C:32]([CH3:33])([CH3:34])[CH3:35])=[O:36])[CH2:26][CH2:27]1.[n:1]1[n:2][c:3](-[c:10]2[n:11][c:12]3[c:13]([Br:21])[cH:14][c:15]([F:20])[cH:16][c:17]3[cH:18][cH:19]2)[n:4]2[c:5]1[cH:6][cH:7][cH:8][cH:9]2>>[n:1]1[n:2][c:3](-[c:10]2[n:11][c:12]3[c:13]([N:22]4[CH2:23][CH2:24][CH:25]([CH2:28][NH:29][C:30]([O:31][C:32]([CH3:33])([CH3:34])[CH3:35])=[O:36])[CH2:26][CH2:27]4)[cH:14][c:15]([F:20])[cH:16][c:17]3[cH:18][cH:19]2)[n:4]2[c:5]1[cH:6][cH:7][cH:8][cH:9]2. Reactants: CC(=O)Nc1cccc(Br)c1, CC(C)(C)P(c1ccccc1-c1ccccc1)C(C)(C)C, C1COCCO1, Cc1nc(-c2cccc(C(F)(F)F)c2)n2nc(N)ncc12, CC(C)(C)[O-], [Na+], O=C(C=Cc1ccccc1)C=Cc1ccccc1, O=C(C=Cc1ccccc1)C=Cc1ccccc1, O=C(C=Cc1ccccc1)C=Cc1ccccc1, [Pd], [Pd]. The product is CC(=O)Nc1cccc(Nc2ncc3c(C)nc(-c4cccc(C(F)(F)F)c4)n3n2)c1. Reaction SMILES: [Br:22][c:23]1[cH:24][c:25]([NH:29][C:30]([CH3:31])=[O:32])[cH:26][cH:27][cH:28]1.[C:33]([P:34]([C:35]([CH3:36])([CH3:37])[CH3:38])[c:39]1[cH:40][cH:41][cH:42][cH:43][c:44]1-[c:45]1[cH:46][cH:47][cH:48][cH:49][cH:50]1)([CH3:51])([CH3:52])[CH3:53].[CH2:60]1[O:61][CH2:62][CH2:63][O:64][CH2:65]1.[CH3:1][c:2]1[n:3][c:4](-[c:12]2[cH:13][c:14]([C:18]([F:19])([F:20])[F:21])[cH:15][cH:16][cH:17]2)[n:5]2[n:6][c:7]([NH2:11])[n:8][cH:9][c:10]12.[CH3:54][C:55]([CH3:56])([O-:57])[CH3:58].[Na+:59].[O:104]=[C:105]([CH:106]=[CH:107][c:108]1[cH:109][cH:110][cH:111][cH:112][cH:113]1)[CH:114]=[CH:115][c:116]1[cH:117][cH:118][cH:119][cH:120][cH:121]1.[O:68]=[C:69]([CH:70]=[CH:71][c:72]1[cH:73][cH:74][cH:75][cH:76][cH:77]1)[CH:78]=[CH:79][c:80]1[cH:81][cH:82][cH:83][cH:84][cH:85]1.[O:86]=[C:87]([CH:88]=[CH:89][c:90]1[cH:91][cH:92][cH:93][cH:94][cH:95]1)[CH:96]=[CH:97][c:98]1[cH:99][cH:100][cH:101][cH:102][cH:103]1.[Pd:66].[Pd:67]>>[CH3:1][c:2]1[n:3][c:4](-[c:12]2[cH:13][c:14]([C:18]([F:19])([F:20])[F:21])[cH:15][cH:16][cH:17]2)[n:5]2[n:6][c:7]([NH:11][c:23]3[cH:24][c:25]([NH:29][C:30]([CH3:31])=[O:32])[cH:26][cH:27][cH:28]3)[n:8][cH:9][c:10]12. The reactants are N#N (N2), C1(=CC=CC=C1)P(C1=CC=CC=C1)C1=CC=CC=C1 (triphenyl phosphine), F[B-](F)(F)F.[H+] (fluoroboric acid). The solvent is CO (methanol), O (water), CO (methanol). Reaction conditions: temperature 10 celsius. Product: F[B-](F)(F)F.C1(=CC=CC=C1)[PH+](C1=CC=CC=C1)C1=CC=CC=C1 (triphenylphosphonium tetrafluoroborate). Reaction SMILES: N#N.[C:3]1([P:9]([C:16]2[CH:21]=[CH:20][CH:19]=[CH:18][CH:17]=2)[C:10]2[CH:15]=[CH:14][CH:13]=[CH:12][CH:11]=2)[CH:8]=[CH:7][CH:6]=[CH:5][CH:4]=1.[F:22][B-:23]([F:26])([F:25])[F:24].[H+]>CO.O>[F:22][B-:23]([F:26])([F:25])[F:24].[C:16]1([PH+:9]([C:3]2[CH:4]=[CH:5][CH:6]=[CH:7][CH:8]=2)[C:10]2[CH:15]=[CH:14][CH:13]=[CH:12][CH:11]=2)[CH:17]=[CH:18][CH:19]=[CH:20][CH:21]=1 |f:2.3,6.7|. Reported procedure: In a reactor wherein air was replaced by N2, 300.0 g of (1.1 mol) triphenyl phosphine and 500 mL of methanol were added and cooled to 10° C. by a ice-bath. 250.8 g (1.1 mol) of fluoroboric acid aqueous solution (40 wt %) was then added dropwise under strong stirring. After one hour of reaction, the reaction temperature was increased to about 50° C., and the unreacted materials as well as the solvents, including water and methanol, were removed by distillation under vacuum to obtain triphenylphos...